This data is from the Open Reaction Database (ORD), a public repository of structured organic reaction records. The task is: describe an organic reaction: reactants, conditions, products, and yield Starting materials: COc1cc(CO)cc2c(Br)ccc(OC(C)C)c12, ClC(Cl)(Br)C(Cl)(Cl)Br, ClCCl, c1ccc(P(c2ccccc2)c2ccccc2)cc1. Yields the product COc1cc(CBr)cc2c(Br)ccc(OC(C)C)c12. RXN SMILES: [Br:1][c:2]1[cH:3][cH:4][c:5]([O:16][CH:17]([CH3:18])[CH3:19])[c:6]2[c:7]([O:14][CH3:15])[cH:8][c:9]([CH2:12][OH:13])[cH:10][c:11]12.[Br:39][C:40]([Cl:41])([Cl:42])[C:43]([Cl:44])([Cl:45])[Br:46].[Cl:47][CH2:48][Cl:49].[c:20]1([P:21]([c:22]2[cH:23][cH:24][cH:25][cH:26][cH:27]2)[c:28]2[cH:29][cH:30][cH:31][cH:32][cH:33]2)[cH:34][cH:35][cH:36][cH:37][cH:38]1>>[Br:1][c:2]1[cH:3][cH:4][c:5]([O:16][CH:17]([CH3:18])[CH3:19])[c:6]2[c:7]([O:14][CH3:15])[cH:8][c:9]([CH2:12][Br:39])[cH:10][c:11]12. Reactants: O=C([O-])[O-], CCBr, CN(C)C=O, [K+], [K+], OCC1CCCNC1. The product is CCN1CCCC(CO)C1. RXN SMILES: [C:9](=[O:10])([O-:11])[O-:12].[CH2:15]([CH3:16])[Br:17].[CH3:18][N:19]([CH3:20])[CH:21]=[O:22].[K+:13].[K+:14].[NH:1]1[CH2:2][CH:3]([CH2:7][OH:8])[CH2:4][CH2:5][CH2:6]1>>[N:1]1([CH2:15][CH3:16])[CH2:2][CH:3]([CH2:7][OH:8])[CH2:4][CH2:5][CH2:6]1. The reactants are O=C1N2[C@H](C=3N(C4=C1C=CC=C4)C=NC3C#N)CC2 ((S)-9-oxo-12,12a-dihydro-9H,11H-azeto[2,1-c]imidazo[1,5-a][1,4]benzodiazepine-1-carbonitrile), C([O-])([O-])=O.[Na+].[Na+] (sodium carbonate), Cl.NO (hydroxylamine hydrochloride). The solvent is alcohol, O (water). Product: O=C1N2[C@H](C=3N(C4=C1C=CC=C4)C=NC3C(N)=NO)CC2 ((S)-9-oxo-12,12a-dihydro-9H,11H-azeto[2,1-c]imidazo[1,5-a][1,4]benzodiazepine-1-carboxamidoxime). Yield: 93.7%. As a reaction SMILES: [O:1]=[C:2]1[C:8]2[CH:9]=[CH:10][CH:11]=[CH:12][C:7]=2[N:6]2[CH:13]=[N:14][C:15]([C:16]#[N:17])=[C:5]2[C@@H:4]2[CH2:18][CH2:19][N:3]12.C(=O)([O-])[O-].[Na+].[Na+].Cl.[NH2:27][OH:28]>O>[O:1]=[C:2]1[C:8]2[CH:9]=[CH:10][CH:11]=[CH:12][C:7]=2[N:6]2[CH:13]=[N:14][C:15]([C:16](=[N:27][OH:28])[NH2:17])=[C:5]2[C@@H:4]2[CH2:18][CH2:19][N:3]12 |f:1.2.3,4.5|. Reported procedure: 64.7 g (258 mmol) of (S)-9-oxo-12,12a-dihydro-9H,11H-azeto[2,1-c]imidazo[1,5-a][1,4]benzodiazepine-1-carbonitrile were heated to reflux for 2.5 hours with 52.8 g (497 mmol) of sodium carbonate and 42.36 g (608 mmol) of hydroxylamine hydrochloride in 1.5 l of alcohol and 300 ml of water. The alcohol was evaporated and the suspension obtained was cooled to 0°. The crystals were filtered off under suction, washed with water and dried. There were obtained 68.5 g (93%) of (S)-9-oxo-12,12a-dihydro-9H,...